Dataset: the Open Reaction Database (ORD), a public repository of structured organic reaction records. Task: describe an organic reaction: reactants, conditions, products, and yield Starting materials: ClC1=C(C=CC(=C1)Cl)C(CC=1C=NC=CC1)=O (2',4'-dichloro-2-(3-pyridyl)-acetophenone), C([O-])([O-])=O.[Na+].[Na+] (sodium carbonate), Cl.CON (O-methylhydroxylamine hydrochloride). Run in C(C)O (ethanol). Reaction conditions: time 4 hour. Product: CON=C(CC=1C=NC=CC1)C1=C(C=C(C=C1)Cl)Cl (2',4'-dichloro-2-(3-pyridyl)-acetophenone O-methyl oxime). RXN SMILES: [Cl:1][C:2]1[CH:7]=[C:6]([Cl:8])[CH:5]=[CH:4][C:3]=1[C:9](=O)[CH2:10][C:11]1[CH:12]=[N:13][CH:14]=[CH:15][CH:16]=1.C(=O)([O-])[O-].[Na+].[Na+].Cl.[CH3:25][O:26][NH2:27]>C(O)C>[CH3:25][O:26][N:27]=[C:9]([C:3]1[CH:4]=[CH:5][C:6]([Cl:8])=[CH:7][C:2]=1[Cl:1])[CH2:10][C:11]1[CH:12]=[N:13][CH:14]=[CH:15][CH:16]=1 |f:1.2.3,4.5|. Procedure: A solution of 13.3 g of 2',4'-dichloro-2-(3-pyridyl)-acetophenone in 40 ml of ethanol is treated with 10 g of sodium carbonate and 8.3 g of O-methylhydroxylamine hydrochloride; the mixture is subsequently heated at reflux temperature while stirring. After 4 hours, the mixture is poured onto ice and extracted with ethyl acetate. The organic phase is washed, dried over sodium sulfate and concentrated under reduced pressure to yield 2',4'-dichloro-2-(3-pyridyl)-acetophenone O-methyl oxime as the E,... The reactants are ClC1=NSC(=C1COC1=C(C=C(C=C1F)CCC(=O)OCC)F)C1=CC=C(C=C1)Cl (ethyl 3-(4-[[3-chloro-5-(4-chlorophenyl)-1,2-thiazol-4-yl]methoxy]-3,5-difluorophenyl)propanoate), [H-].[H-].[H-].[H-].[Li+].[Al+3] (LAH). The solvent is O1CCCC1 (tetrahydrofuran), O1CCCC1 (tetrahydrofuran). Conditions: temperature 0 celsius. Product: ClC1=NSC(=C1COC1=C(C=C(C=C1F)CCCO)F)C1=CC=C(C=C1)Cl (3-(4-[[3-chloro-5-(4-chlorophenyl)-1,2-thiazol-4-yl]methoxy]-3,5-difluorophenyl)propan-1-ol). As a reaction SMILES: [Cl:1][C:2]1[C:6]([CH2:7][O:8][C:9]2[C:14]([F:15])=[CH:13][C:12]([CH2:16][CH2:17][C:18](OCC)=[O:19])=[CH:11][C:10]=2[F:23])=[C:5]([C:24]2[CH:29]=[CH:28][C:27]([Cl:30])=[CH:26][CH:25]=2)[S:4][N:3]=1.[H-].[H-].[H-].[H-].[Li+].[Al+3]>O1CCCC1>[Cl:1][C:2]1[C:6]([CH2:7][O:8][C:9]2[C:14]([F:15])=[CH:13][C:12]([CH2:16][CH2:17][CH2:18][OH:19])=[CH:11][C:10]=2[F:23])=[C:5]([C:24]2[CH:25]=[CH:26][C:27]([Cl:30])=[CH:28][CH:29]=2)[S:4][N:3]=1 |f:1.2.3.4.5.6|. Procedure: Into a 50-mL 3-necked round-bottom flask purged and maintained with an inert atmosphere of nitrogen, was placed ethyl 3-(4-[[3-chloro-5-(4-chlorophenyl)-1,2-thiazol-4-yl]methoxy]-3,5-difluorophenyl)propanoate (250 mg, 0.53 mmol, 1.00 equiv), tetrahydrofuran (10 mL). This was followed by the addition of a solution of LAH (60 mg, 1.58 mmol, 2.99 equiv) in tetrahydrofuran (2 mL) dropwise with stirring at 0° C. The resulting solution was stirred for 20 min at 25° C. The reaction was then quenched by... The reactants are C1(CC1)N[C@@H]1CC[C@H](CC1)CC(=O)OC (methyl 2-(trans-4-(cyclopropylamino)cyclohexyl)acetate), C(C)(C)N(CC)C(C)C (diisopropylethylamine), ClC1=CC=C(C(=O)O)C=C1 (4-chlorobenzoic acid), O=C1OCCN1P(=O)(N1C(OCC1)=O)Cl (bis(2-oxo-3-oxazolidinyl)phosphinic chloride). Solvent: C(Cl)Cl (CH2Cl2), C(Cl)Cl (CH2Cl2). Reaction conditions: time 8 hour. Yields the product C1(CC1)N(C(C1=CC=C(C=C1)Cl)=O)[C@@H]1CC[C@H](CC1)CC(=O)OC (Methyl 2-(trans-4-(N-cyclopropyl-4-chlorobenzamido)cyclohexyl)acetate), oil. Reaction SMILES: [CH:1]1([NH:4][C@H:5]2[CH2:10][CH2:9][C@H:8]([CH2:11][C:12]([O:14][CH3:15])=[O:13])[CH2:7][CH2:6]2)[CH2:3][CH2:2]1.C(N(C(C)C)CC)(C)C.[Cl:25][C:26]1[CH:34]=[CH:33][C:29]([C:30](O)=[O:31])=[CH:28][CH:27]=1.O=C1N(P(Cl)(N2CCOC2=O)=O)CCO1>C(Cl)Cl>[CH:1]1([N:4]([C@H:5]2[CH2:10][CH2:9][C@H:8]([CH2:11][C:12]([O:14][CH3:15])=[O:13])[CH2:7][CH2:6]2)[C:30](=[O:31])[C:29]2[CH:33]=[CH:34][C:26]([Cl:25])=[CH:27][CH:28]=2)[CH2:2][CH2:3]1. Procedure: To a mixture of methyl 2-(trans-4-(cyclopropylamino)cyclohexyl)acetate (0.150 g, 0.710 mmol) in CH2Cl2 (2.5 mL) were added diisopropylethylamine (0.173 ml, 0.994 mmol), 4-chlorobenzoic acid (0.0866 ml, 0.852 mmol), and bis(2-oxo-3-oxazolidinyl)phosphinic chloride (0.470 g, 1.85 mmol) sequentially. The mixture was stirred at room temperature overnight, diluted with CH2Cl2 (50 mL), and then washed with 10% Na2CO3 and brine. The organic layer was dried over Na2SO4 and concentrated in vacuo. The cru... The reactants are CC1=NC=CC(=C1)C#CC=1N=C(NC1)C (2-methyl-4-(2-methyl-1H-imidazol-4-ylethynyl)-pyridine), BrCC(F)F (2-bromo-1,1-difluoro ethane). Product: FC(CN1C(=NC(=C1)C#CC1=CC(=NC=C1)C)C)F (4-[1-(2,2-Difluoro-ethyl)-2-methyl-1H-imidazol-4-ylethynyl]-2-methyl-pyridine). As a reaction SMILES: [CH3:1][C:2]1[CH:7]=[C:6]([C:8]#[C:9][C:10]2[N:11]=[C:12]([CH3:15])[NH:13][CH:14]=2)[CH:5]=[CH:4][N:3]=1.Br[CH2:17][CH:18]([F:20])[F:19]>>[F:19][CH:18]([F:20])[CH2:17][N:13]1[CH:14]=[C:10]([C:9]#[C:8][C:6]2[CH:5]=[CH:4][N:3]=[C:2]([CH3:1])[CH:7]=2)[N:11]=[C:12]1[CH3:15]. Procedure details: The title compound, MS: m/e=262.1 (M+H+), was prepared in accordance with the general method of example 1 from 2-methyl-4-(2-methyl-1H-imidazol-4-ylethynyl)-pyridine and 2-bromo-1,1-difluoro ethane. Reactants: O=c1cc(Br)ccn1C1CC1, O=C([O-])[O-], CN(C)C=O, [Na+], [Na+], O, Cc1cc(B2OC(C)(C)C(C)(C)O2)ccc1C(C)N1CCC(CC(C)(C)O)(c2ccccc2)OC1=O. The product is Cc1cc(-c2ccn(C3CC3)c(=O)c2)ccc1C(C)N1CCC(CC(C)(C)O)(c2ccccc2)OC1=O. As a reaction SMILES: [Br:7][c:8]1[cH:9][c:10](=[O:17])[n:11]([CH:14]2[CH2:15][CH2:16]2)[cH:12][cH:13]1.[C:1](=[O:2])([O-:3])[O-:4].[CH3:55][N:56]([CH3:57])[CH:58]=[O:59].[Na+:5].[Na+:6].[OH2:54].[OH:18][C:19]([CH2:20][C:21]1([c:46]2[cH:47][cH:48][cH:49][cH:50][cH:51]2)[CH2:22][CH2:23][N:24]([CH:28]([CH3:29])[c:30]2[c:31]([CH3:45])[cH:32][c:33]([B:36]3[O:37][C:38]([CH3:39])([CH3:40])[C:41]([CH3:42])([CH3:43])[O:44]3)[cH:34][cH:35]2)[C:25](=[O:27])[O:26]1)([CH3:52])[CH3:53]>>[c:8]1(-[c:33]2[cH:32][c:31]([CH3:45])[c:30]([CH:28]([N:24]3[CH2:23][CH2:22][C:21]([CH2:20][C:19]([OH:18])([CH3:52])[CH3:53])([c:46]4[cH:47][cH:48][cH:49][cH:50][cH:51]4)[O:26][C:25]3=[O:27])[CH3:29])[cH:35][cH:34]2)[cH:9][c:10](=[O:17])[n:11]([CH:14]2[CH2:15][CH2:16]2)[cH:12][cH:13]1.